This data is from the Open Reaction Database (ORD), a public repository of structured organic reaction records. The task is: describe an organic reaction: reactants, conditions, products, and yield The reactants are CCCO, Clc1nc(Cl)c2[nH]cnc2n1, Nc1ccccc1. Product: Clc1nc(Nc2ccccc2)c2[nH]cnc2n1. As a reaction SMILES: [CH2:19]([OH:20])[CH2:21][CH3:22].[Cl:8][c:9]1[n:10][c:11]([Cl:18])[c:12]2[nH:13][cH:14][n:15][c:16]2[n:17]1.[NH2:1][c:2]1[cH:3][cH:4][cH:5][cH:6][cH:7]1>>[NH:1]([c:2]1[cH:3][cH:4][cH:5][cH:6][cH:7]1)[c:11]1[n:10][c:9]([Cl:8])[n:17][c:16]2[c:12]1[nH:13][cH:14][n:15]2. Starting materials: [H-].[Na+] (sodium hydride), C([O-])(O)=O.[Na+] (sodium bicarbonate), OC1=CC=C(C=C1)CCCCCCCCO (8-(4-hydroxyphenyl)octanol), COCCl (chloromethyl methyl ether). Solvent: O1CCCC1 (tetrahydrofuran), O1CCCC1 (tetrahydrofuran). Reaction conditions: time 30 minute. Product: COCOC1=CC=C(C=C1)CCCCCCCCO (8-(4-methoxymethoxyphenyl)octanol). Yield: 66.0%. RXN SMILES: [H-].[Na+].[OH:3][C:4]1[CH:9]=[CH:8][C:7]([CH2:10][CH2:11][CH2:12][CH2:13][CH2:14][CH2:15][CH2:16][CH2:17][OH:18])=[CH:6][CH:5]=1.[CH3:19][O:20][CH2:21]Cl.C(=O)(O)[O-].[Na+]>O1CCCC1>[CH3:19][O:20][CH2:21][O:3][C:4]1[CH:5]=[CH:6][C:7]([CH2:10][CH2:11][CH2:12][CH2:13][CH2:14][CH2:15][CH2:16][CH2:17][OH:18])=[CH:8][CH:9]=1 |f:0.1,4.5|. Procedure details: To a suspension comprising 1.0 g of sodium hydride in 40 ml of dry tetrahydrofuran, 5.27 g of 8-(4-hydroxyphenyl)octanol dissolved in 50 ml of dry tetrahydrofuran was added dropwise at 0° C. The resulting mixture was stirred at room temperature for 30 minutes and then cooled to 0° C. again. Subsequently, 2.1 ml of chloromethyl methyl ether was added dropwise thereto. After stirring at room temperature for 30 minutes, the mixture was cooled to 0° C. and ice and a saturated aqueous solution of sod... Reactants: O[C@H]1CC2C[C@H]([C@H]3[C@@H]4CC[C@H]([C@@H](CCC(=O)OC)C)[C@]4(CC[C@@H]3[C@]2(CC1)C)C)O (Methyl 3α,7α-dihydroxycholan-24-oate), N1C=NC=C1 (imidazole), CC(C)(C)[Si](C1=CC=CC=C1)(C2=CC=CC=C2)Cl (TBDPSCl). The solvent is CN(C)C=O (DMF). Reaction conditions: time 16 hour. Yields the product [Si](C1=CC=CC=C1)(C1=CC=CC=C1)(C(C)(C)C)O[C@H]1CC2C[C@H]([C@H]3[C@@H]4CC[C@H]([C@@H](CCC(=O)OC)C)[C@]4(CC[C@@H]3[C@]2(CC1)C)C)O (Methyl 3α-(t-butyldiphenylsilyloxy)-7α-hydroxycholan-24-oate). Yield: 90.6%. As a reaction SMILES: [OH:1][C@@H:2]1[CH2:26][CH2:25][C@@:24]2([CH3:27])[CH:4]([CH2:5][C@@H:6]([OH:29])[C@@H:7]3[C@@H:23]2[CH2:22][CH2:21][C@@:20]2([CH3:28])[C@H:8]3[CH2:9][CH2:10][C@@H:11]2[C@H:12]([CH3:19])[CH2:13][CH2:14][C:15]([O:17][CH3:18])=[O:16])[CH2:3]1.N1C=CN=C1.[CH3:35][C:36]([Si:39](Cl)([C:46]1[CH:51]=[CH:50][CH:49]=[CH:48][CH:47]=1)[C:40]1[CH:45]=[CH:44][CH:43]=[CH:42][CH:41]=1)([CH3:38])[CH3:37]>CN(C=O)C>[Si:39]([O:1][C@@H:2]1[CH2:26][CH2:25][C@@:24]2([CH3:27])[CH:4]([CH2:5][C@@H:6]([OH:29])[C@@H:7]3[C@@H:23]2[CH2:22][CH2:21][C@@:20]2([CH3:28])[C@H:8]3[CH2:9][CH2:10][C@@H:11]2[C@H:12]([CH3:19])[CH2:13][CH2:14][C:15]([O:17][CH3:18])=[O:16])[CH2:3]1)([C:36]([CH3:38])([CH3:37])[CH3:35])([C:46]1[CH:47]=[CH:48][CH:49]=[CH:50][CH:51]=1)[C:40]1[CH:45]=[CH:44][CH:43]=[CH:42][CH:41]=1. Reported procedure: A mixture of 25 (950 mg, 2.34 mmol) and imidazole (396 mg, 5.81 mmol) was dissolved in 5 mL of DMF. TBDPSCl (0.74 mL, 2.79 mmol) was added to the solution dropwise over a 30 min-period using a syringe. The reaction was stirred at room temperature for 16 h. The crude product was chromatographed (SiO2, gradient, hexane/EtOAc 10:1 to 5:1) to give 1.37 g (2.12 mmol, 91%) of 56 which was slightly contaminated with TBDPSCl. Rf 0.46 (hexane/EtOAc 5:1); 1H NMR (400 MHz, CDCl3) δ 7.68 (m, 4H, H-2 of phen... Reactants: [OH-].[K+] (potassium hydroxide), CC1=NC(=NO1)CN1C(COC2=C1C=CC(=C2)[N+](=O)[O-])=O (4-(5-methyl-1,2,4-oxadiazol-3-ylmethyl)-7-nitro-2H-1,4-benzoxazin-3(4H)-one), C(C)O (ethanol), stannous chloride dihydrate. Run in Cl (hydrochloric acid). Product: NC1=CC2=C(N(C(CO2)=O)CC2=NOC(=N2)C)C=C1 (7-amino-4-(5-methyl-1,2,4-oxadiazol-3-ylmethyl)-2H-1,4-benzoxazin-3(4H)-one). Yield: 38.3%. RXN SMILES: [CH3:1][C:2]1[O:6][N:5]=[C:4]([CH2:7][N:8]2[C:13]3[CH:14]=[CH:15][C:16]([N+:18]([O-])=O)=[CH:17][C:12]=3[O:11][CH2:10][C:9]2=[O:21])[N:3]=1.C(O)C.[OH-].[K+]>Cl>[NH2:18][C:16]1[CH:15]=[CH:14][C:13]2[N:8]([CH2:7][C:4]3[N:3]=[C:2]([CH3:1])[O:6][N:5]=3)[C:9](=[O:21])[CH2:10][O:11][C:12]=2[CH:17]=1 |f:2.3|. Procedure details: A mixture of 4-(5-methyl-1,2,4-oxadiazol-3-ylmethyl)-7-nitro-2H-1,4-benzoxazin-3(4H)-one (3.2 g) and ethanol (40 ml) was prepared. To this mixture was added a solution of stannous chloride dihydrate (11.3 g) in concentrated hydrochloric acid (44 ml) at a temperature of 10° to 20° C. The reaction mixture was stirred at a temperature of 60° to 70° C., and distilled to dryness under a reduced pressure. The resulting residue was admixed with ice (150 g). To the mixture thus obtained was added dropwi...